Task: describe an organic reaction: reactants, conditions, products, and yield. Dataset: the Open Reaction Database (ORD), a public repository of structured organic reaction records As a reaction SMILES: C(OC([N:8]1[CH2:13][CH2:12][N:11]([C:14]2[CH:19]=[N:18][CH:17]=[C:16]([O:20][CH3:21])[N:15]=2)[CH2:10][CH2:9]1)=O)(C)(C)C.FC(F)(F)C(O)=O>>[CH3:21][O:20][C:16]1[N:15]=[C:14]([N:11]2[CH2:12][CH2:13][NH:8][CH2:9][CH2:10]2)[CH:19]=[N:18][CH:17]=1. The reactants are C(C)(C)(C)OC(=O)N1CCN(CC1)C1=NC(=CN=C1)OC (6′-Methoxy-2,3,5,6-tetrahydro-[1,2′]bipyrazinyl-4-carboxylic acid tert-butyl ester), FC(C(=O)O)(F)F (trifluoroacetic acid). Procedure: Prepared in analogy to example 4.10(c) from 6′-Methoxy-2,3,5,6-tetrahydro-[1,2′]bipyrazinyl-4-carboxylic acid tert-butyl ester and trifluoroacetic acid. MS (m/e): 195.1 (MH+, 80%) Product: COC1=CN=CC(=N1)N1CCNCC1 (6′-Methoxy-3,4,5,6-tetrahydro-2H-[1,2′]bipyrazinyl). Starting materials: CCOC(C)=O, C1COCCO1, Cc1c(C#N)cccc1[N+](=O)[O-], CCCCCC, O, CCOP(=S)(S)OCC. The product is Cc1c(C(N)=S)cccc1[N+](=O)[O-]. Reaction SMILES: [C:28]([O:29][CH2:30][CH3:31])(=[O:32])[CH3:33].[CH2:34]1[O:35][CH2:36][CH2:37][O:38][CH2:39]1.[CH3:1][c:2]1[c:3]([C:4]#[N:5])[cH:6][cH:7][cH:8][c:9]1[N+:10](=[O:11])[O-:12].[CH3:22][CH2:23][CH2:24][CH2:25][CH2:26][CH3:27].[OH2:40].[P:13]([SH:14])([O:15][CH2:16][CH3:17])([O:18][CH2:19][CH3:21])=[S:20]>>[CH3:1][c:2]1[c:3]([C:4]([NH2:5])=[S:20])[cH:6][cH:7][cH:8][c:9]1[N+:10](=[O:11])[O-:12].